The task is: describe an organic reaction: reactants, conditions, products, and yield. This data is from the Open Reaction Database (ORD), a public repository of structured organic reaction records. Starting materials: ClC=1C=C2C(=NC1)N(C(N2C)=O)[C@H]2CN(CC2)C(=O)OC(C)(C)C ((R)-tert-butyl 3-(6-chloro-1-methyl-2-oxo-1H-imidazo[4,5-b]pyridin-3(2H)-yl)pyrrolidine-1-carboxylate), Cl (HCl), O1CCOCC1 (dioxane). Run in C(Cl)Cl (CH2Cl2). Conditions: time 3 hour. Product: ClC=1C=C2C(=NC1)N(C(N2C)=O)[C@H]2CNCC2 ((R)-6-chloro-1-methyl-3-(pyrrolidin-3-yl)-1H-imidazo[4,5-b]pyridin-2(3H)-one), Cl (HCl). Yield: 87.0%. Reaction SMILES: [Cl:1][C:2]1[CH:3]=[C:4]2[N:10]([CH3:11])[C:9](=[O:12])[N:8]([C@@H:13]3[CH2:17][CH2:16][N:15](C(OC(C)(C)C)=O)[CH2:14]3)[C:5]2=[N:6][CH:7]=1.[ClH:25].O1CCOCC1>C(Cl)Cl>[Cl:1][C:2]1[CH:3]=[C:4]2[N:10]([CH3:11])[C:9](=[O:12])[N:8]([C@@H:13]3[CH2:17][CH2:16][NH:15][CH2:14]3)[C:5]2=[N:6][CH:7]=1.[ClH:25]. Reported procedure: (R)-tert-butyl 3-(6-chloro-1-methyl-2-oxo-1H-imidazo[4,5-b]pyridin-3(2H)-yl)pyrrolidine-1-carboxylate (109 mg) was dissolved in CH2Cl2 (3 mL) and 4 M HCl in dioxane (1 mL, 4 mmol) was added. The mixture was stirred at rt for 3 h and concentrated to give (R)-6-chloro-1-methyl-3-(pyrrolidin-3-yl)-1H-imidazo[4,5-b]pyridin-2(3H)-one as its HCl salt (78 mg, 87%). Method 1 tR=0.77 min, m/z=253.